Dataset: the Open Reaction Database (ORD), a public repository of structured organic reaction records. Task: describe an organic reaction: reactants, conditions, products, and yield Starting materials: CSCc1cccc(-c2nc(=O)c3ccccc3s2)n1, ClC(Cl)Cl, O=C(OO)c1cccc(Cl)c1. Product: CS(=O)Cc1cccc(-c2nc(=O)c3ccccc3s2)n1. As a reaction SMILES: [CH3:1][S:2][CH2:3][c:4]1[cH:5][cH:6][cH:7][c:8](-[c:10]2[s:11][c:12]3[c:13]([c:14](=[O:16])[n:15]2)[cH:17][cH:18][cH:19][cH:20]3)[n:9]1.[CH:32]([Cl:33])([Cl:34])[Cl:35].[OH:21][O:22][C:23]([c:24]1[cH:25][c:26]([Cl:27])[cH:28][cH:29][cH:30]1)=[O:31]>>[CH3:1][S:2]([CH2:3][c:4]1[cH:5][cH:6][cH:7][c:8](-[c:10]2[s:11][c:12]3[c:13]([c:14](=[O:16])[n:15]2)[cH:17][cH:18][cH:19][cH:20]3)[n:9]1)=[O:21]. Reactants: Cl.C1(=CC=CC=C1)C1(CCC([C@H]2CNC[C@@H]12)=O)C1=CC=CC=C1 ((3aR,7aR)-7,7-diphenyl-4-perhydroisoindolone hydrochloride), C([O-])([O-])=O.[K+].[K+] (potassium carbonate), C(C)[O+](CC)CC (Triethyloxonium), COC1=C(C=CC=C1)C(C(=O)N)C ((RS)-2-(2-methoxyphenyl)propionamide). The solvent is ClCCl (dichloromethane), C(C)N(CC)CC (triethylamine), ClCCl (dichloromethane). Conditions: time 20 hour. Product: N=C(C(C)C1=C(C=CC=C1)OC)N1C[C@H]2C(CCC([C@H]2C1)=O)(C1=CC=CC=C1)C1=CC=CC=C1 ((3aR,7aR)-2-[1-imino-2-(2-methoxyphenyl)-2-methylethyl]-7,7-diphenyl-4-perhydroisoindolone). Reaction SMILES: C([O+](CC)CC)C.[CH3:8][O:9][C:10]1[CH:15]=[CH:14][CH:13]=[CH:12][C:11]=1[CH:16]([CH3:20])[C:17]([NH2:19])=O.Cl.[C:22]1([C:28]2([C:38]3[CH:43]=[CH:42][CH:41]=[CH:40][CH:39]=3)[C@H:36]3[C@H:32]([CH2:33][NH:34][CH2:35]3)[C:31](=[O:37])[CH2:30][CH2:29]2)[CH:27]=[CH:26][CH:25]=[CH:24][CH:23]=1.C(=O)([O-])[O-].[K+].[K+]>ClCCl.C(N(CC)CC)C>[NH:19]=[C:17]([N:34]1[CH2:33][C@H:32]2[C@H:36]([C:28]([C:38]3[CH:43]=[CH:42][CH:41]=[CH:40][CH:39]=3)([C:22]3[CH:27]=[CH:26][CH:25]=[CH:24][CH:23]=3)[CH2:29][CH2:30][C:31]2=[O:37])[CH2:35]1)[CH:16]([C:11]1[CH:12]=[CH:13][CH:14]=[CH:15][C:10]=1[O:9][CH3:8])[CH3:20] |f:2.3,4.5.6|. Reported procedure: Triethyloxonium tetrafluoborate (6.34 g) is added to a stirred suspension of (RS)-2-(2-methoxyphenyl)propionamide (5.4 g) in anhydrous dichloromethane (60 cc). The reaction mixture is stirred for 20 hours. A solution of (3aR,7aR)-7,7-diphenyl-4-perhydroisoindolone hydrochloride (6.65 g) and triethylamine (2.8 cc) in dichloromethane (30 cc) is added. The reaction mixture is refluxed for 5 hours. It is then cooled to +5° C. and is then treated with a 10% aqueous potassium carbonate solution (20 cc... Starting materials: ClC1(OCCOC1)Cl (2,2-dichlorodioxane), CC=1C=C(N)C=CC1[N+](=O)[O-] (3-methyl-4-nitroaniline), C([O-])([O-])=O.[Cs+].[Cs+] (caesium carbonate). The solvent is C(C)#N (acetonitrile). Reaction conditions: temperature 80 celsius, time 66 hour. Yields the product CC=1C=C(C=CC1[N+](=O)[O-])N1C(COCC1)=O (4-(3-methyl-4-nitrophenyl)morpholin-3-one). The yield is 83.0%. RXN SMILES: Cl[C:2]1(Cl)[CH2:7][O:6][CH2:5][CH2:4][O:3]1.[CH3:9][C:10]1[CH:11]=[C:12]([CH:14]=[CH:15][C:16]=1[N+:17]([O-:19])=[O:18])[NH2:13].C(=O)([O-])[O-].[Cs+].[Cs+]>C(#N)C>[CH3:9][C:10]1[CH:11]=[C:12]([N:13]2[CH2:2][CH2:7][O:6][CH2:5][C:4]2=[O:3])[CH:14]=[CH:15][C:16]=1[N+:17]([O-:19])=[O:18] |f:2.3.4|. Procedure details: 12.8 g of 2-chlorodioxene (contains 6% of 2,2-dichlorodioxane) are added to a solution of 10.0 g (65.7 mmol) of 3-methyl-4-nitroaniline in 250 ml of acetonitrile, and the mixture is stirred at 80° C. for 66 hours. The reaction solution is cooled to room temperature, 42.8 g (131 mmol) of caesium carbonate are added, and the mixture is stirred at room temperature for 18 hours. The reaction mixture is filtered, the residue is washed well with acetonitrile, and the filtrate is evaporated. The residu... Reactants: Br, CC(=O)CC(C)C, CC(=O)O, CC(=O)NC1CCCc2ccccc21, O. Product: CC(=O)NC1CCC(=O)c2ccccc21. RXN SMILES: [BrH:15].[CH2:21]([C:22]([CH3:23])=[O:24])[CH:25]([CH3:26])[CH3:27].[CH3:17][C:18]([OH:19])=[O:20].[CH:1]1([NH:11][C:12]([CH3:13])=[O:14])[CH2:2][CH2:3][CH2:4][c:5]2[cH:6][cH:7][cH:8][cH:9][c:10]21.[O:16]>>[CH:1]1([NH:11][C:12]([CH3:13])=[O:14])[CH2:2][CH2:3][C:4](=[O:19])[c:5]2[cH:6][cH:7][cH:8][cH:9][c:10]21. Procedure details: 5-Chloro-2-furancarboxylic acid ethyl ester (8 g) (synthesized in accordance with the method described in Chem. Pharm. Bull., 40, 1966 (1992)) was dissolved in ethanol (50 ml), and 1N aqueous sodium hydroxide (50 ml) was added. The mixture was stirred at room temperature for 1 hour and concentrated under reduced pressure. The residue was dissolved in water and washed with diethyl ether. The aqueous layer was acidified with 1N hydrochloric acid and extracted with ethyl acetate. The extract was wa... Starting materials: C(C)OC(=O)C=1OC(=CC1)Cl (5-Chloro-2-furancarboxylic acid ethyl ester), [OH-].[Na+] (sodium hydroxide). Solvent: C(C)O (ethanol). The yield is 78.9%. As a reaction SMILES: C([O:3][C:4]([C:6]1[O:7][C:8]([Cl:11])=[CH:9][CH:10]=1)=[O:5])C.[OH-].[Na+]>C(O)C>[Cl:11][C:8]1[O:7][C:6]([C:4]([OH:5])=[O:3])=[CH:10][CH:9]=1 |f:1.2|. The product is ClC1=CC=C(O1)C(=O)O (5-chloro-2-furancarboxylic acid). Run at time 1 hour. Starting materials: CCOC(=O)C1CCc2c(OC)cccc2C(=O)C1, CCOCC, [Na+], [OH-]. Yields the product COc1cccc2c1CCC(C(=O)O)CC2=O. As a reaction SMILES: [CH2:1]([CH3:2])[O:3][C:4](=[O:5])[CH:6]1[CH2:7][C:8](=[O:19])[c:9]2[c:10]([c:13]([O:17][CH3:18])[cH:14][cH:15][cH:16]2)[CH2:11][CH2:12]1.[CH3:22][CH2:23][O:24][CH2:25][CH3:26].[Na+:21].[OH-:20]>>[O:3]=[C:4]([OH:5])[CH:6]1[CH2:7][C:8](=[O:19])[c:9]2[c:10]([c:13]([O:17][CH3:18])[cH:14][cH:15][cH:16]2)[CH2:11][CH2:12]1.